Dataset: the Open Reaction Database (ORD), a public repository of structured organic reaction records. Task: describe an organic reaction: reactants, conditions, products, and yield The reactants are C1(=CC=CC=C1)S(=O)(=O)Cl (phenylsulfonylchloride), C(C)OC(COC=1C=C2CC(CC2=CC1)CNC(=O)OC(C)(C)C)=O (ethyl[2-(t-butoxycarbonylaminomethyl)-indan-5-oxy]acetate), FC(C(=O)O)(F)F (trifluoroacetic acid), O (water), C([O-])([O-])=O.[K+].[K+] (potassium carbonate). Solvent: C(Cl)Cl (methylene chloride), C(Cl)Cl (methylene chloride). Reaction conditions: time 1 hour. The product is C(C)OC(COC=1C=C2CC(CC2=CC1)CNS(=O)(=O)C1=CC=CC=C1)=O (ethyl[2-(phenylsulphonylaminomethyl)indan-5-oxy]acetate). The yield is 86.3%. RXN SMILES: [CH2:1]([O:3][C:4](=[O:25])[CH2:5][O:6][C:7]1[CH:8]=[C:9]2[C:13](=[CH:14][CH:15]=1)[CH2:12][CH:11]([CH2:16][NH:17]C(OC(C)(C)C)=O)[CH2:10]2)[CH3:2].FC(F)(F)C(O)=O.O.C(=O)([O-])[O-].[K+].[K+].[C:40]1([S:46](Cl)(=[O:48])=[O:47])[CH:45]=[CH:44][CH:43]=[CH:42][CH:41]=1>C(Cl)Cl>[CH2:1]([O:3][C:4](=[O:25])[CH2:5][O:6][C:7]1[CH:8]=[C:9]2[C:13](=[CH:14][CH:15]=1)[CH2:12][CH:11]([CH2:16][NH:17][S:46]([C:40]1[CH:45]=[CH:44][CH:43]=[CH:42][CH:41]=1)(=[O:48])=[O:47])[CH2:10]2)[CH3:2] |f:3.4.5|. Procedure details: 1.77 g (5.00 mmol) of ethyl[2-(t-butoxycarbonylaminomethyl)-indan-5-oxy]acetate was dissolved in 6 ml of methylene chloride, to which was added 4 ml of trifluoroacetic acid under ice-cooling and stirred for 1 hour. The reaction mixture was diluted with 40 ml of methylene chloride. A solution of 40 ml water containing 8.37 g (60 mmol) of potassium carbonate was added thereto and stirred vigorously. 10 minutes after, 1.07 g (6.00 mmol) of phenylsulfonylchloride was added thereto, and stirred for f... Yields the product Cc1oc(-c2ccccc2)nc1COc1ccc(CO)cn1. Reactants: [BH4-], Cc1oc(-c2ccccc2)nc1COc1ccc(C=O)cn1, [Na+], C1CCOC1, O. RXN SMILES: [BH4-:1].[CH3:3][c:4]1[c:5]([CH2:15][O:16][c:17]2[n:18][cH:19][c:20]([CH:21]=[O:22])[cH:23][cH:24]2)[n:6][c:7](-[c:9]2[cH:10][cH:11][cH:12][cH:13][cH:14]2)[o:8]1.[Na+:2].[O:26]1[CH2:27][CH2:28][CH2:29][CH2:30]1.[OH2:25]>>[CH3:3][c:4]1[c:5]([CH2:15][O:16][c:17]2[n:18][cH:19][c:20]([CH2:21][OH:22])[cH:23][cH:24]2)[n:6][c:7](-[c:9]2[cH:10][cH:11][cH:12][cH:13][cH:14]2)[o:8]1. Reactants: C(C)(C)(C)OC(CC1=CC(=CC=C1)[N+](=O)[O-])=O (3-nitrophenylacetic acid t-butyl ester), C(C)I (ethyl iodide). The product is 1b, [N+](=O)([O-])C=1C=C(C=CC1)C(C(=O)O)CC (2-(3-nitrophenyl)butyric acid). RXN SMILES: C([O:5][C:6](=[O:17])[CH2:7][C:8]1[CH:13]=[CH:12][CH:11]=[C:10]([N+:14]([O-:16])=[O:15])[CH:9]=1)(C)(C)C.[CH2:18](I)[CH3:19]>>[N+:14]([C:10]1[CH:9]=[C:8]([CH:7]([CH2:18][CH3:19])[C:6]([OH:5])=[O:17])[CH:13]=[CH:12][CH:11]=1)([O-:16])=[O:15]. Procedure: Using 3-nitrophenylacetic acid t-butyl ester as a starting material and also using ethyl iodide (1 eq.) as a reagent, the same procedures of Examples 1a and 1b gave 2-(3-nitrophenyl)butyric acid. Reactants: O=C1CCC(=O)N1Br, OCc1cc(Br)ccc1Cl, C1CCOC1, c1ccc(P(c2ccccc2)c2ccccc2)cc1. Product: Clc1ccc(Br)cc1CBr. RXN SMILES: [Br:1][N:2]1[C:3](=[O:4])[CH2:5][CH2:6][C:7]1=[O:8].[Br:9][c:10]1[cH:11][c:12]([CH2:17][OH:18])[c:13]([Cl:16])[cH:14][cH:15]1.[O:38]1[CH2:39][CH2:40][CH2:41][CH2:42]1.[c:19]1([P:20]([c:21]2[cH:22][cH:23][cH:24][cH:25][cH:26]2)[c:27]2[cH:28][cH:29][cH:30][cH:31][cH:32]2)[cH:33][cH:34][cH:35][cH:36][cH:37]1>>[Br:1][CH2:17][c:12]1[cH:11][c:10]([Br:9])[cH:15][cH:14][c:13]1[Cl:16]. The product is CC(C)n1c(C(=O)N2CCS(=O)(=O)CC2)cc2cc(OC3CCNCC3)ccc21. Reaction SMILES: [C:1]([O:2][C:3](=[O:4])[N:8]1[CH2:9][CH2:10][CH:11]([O:14][c:15]2[cH:16][c:17]3[cH:18][c:19]([C:27](=[O:28])[N:29]4[CH2:30][CH2:31][S:32](=[O:35])(=[O:36])[CH2:33][CH2:34]4)[n:20]([CH:24]([CH3:25])[CH3:26])[c:21]3[cH:22][cH:23]2)[CH2:12][CH2:13]1)([CH3:5])([CH3:6])[CH3:7].[Cl:44][CH2:45][Cl:46].[OH:37][C:38]([C:39]([F:40])([F:41])[F:42])=[O:43]>>[NH:8]1[CH2:9][CH2:10][CH:11]([O:14][c:15]2[cH:16][c:17]3[cH:18][c:19]([C:27](=[O:28])[N:29]4[CH2:30][CH2:31][S:32](=[O:35])(=[O:36])[CH2:33][CH2:34]4)[n:20]([CH:24]([CH3:25])[CH3:26])[c:21]3[cH:22][cH:23]2)[CH2:12][CH2:13]1. Reactants: CC(C)n1c(C(=O)N2CCS(=O)(=O)CC2)cc2cc(OC3CCN(C(=O)OC(C)(C)C)CC3)ccc21, ClCCl, O=C(O)C(F)(F)F. Starting materials: ClC=1C=C(CN2C(=CC3=C(C=CC=C23)[N+](=O)[O-])C(=O)OCC)C=CC1Cl (ethyl N-(3,4-dichlorobenzyl)-4-nitroindole-2-carboxylate), [OH-].[Na+] (sodium hydroxide). Reagents/catalysts: [Cl-].[Cl-].[Cl-].[Ti+3] (titanium trichloride). The solvent is O1CCCC1 (tetrahydrofuran). The product is ClC=1C=C(CN2C(=CC3=C(C=CC=C23)N)C(=O)OCC)C=CC1Cl (Ethyl N-(3,4-Dichlorobenzyl)-4-aminoindole-2-carboxlate). Isolated yield 88.9%. Reaction SMILES: [Cl:1][C:2]1[CH:3]=[C:4]([CH:23]=[CH:24][C:25]=1[Cl:26])[CH2:5][N:6]1[C:14]2[C:9](=[C:10]([N+:15]([O-])=O)[CH:11]=[CH:12][CH:13]=2)[CH:8]=[C:7]1[C:18]([O:20][CH2:21][CH3:22])=[O:19].[OH-].[Na+]>O1CCCC1.[Cl-].[Cl-].[Cl-].[Ti+3]>[Cl:1][C:2]1[CH:3]=[C:4]([CH:23]=[CH:24][C:25]=1[Cl:26])[CH2:5][N:6]1[C:14]2[C:9](=[C:10]([NH2:15])[CH:11]=[CH:12][CH:13]=2)[CH:8]=[C:7]1[C:18]([O:20][CH2:21][CH3:22])=[O:19] |f:1.2,4.5.6.7|. Procedure details: A solution of ethyl N-(3,4-dichlorobenzyl)-4-nitroindole-2-carboxylate (2.41 g) in tetrahydrofuran (100 ml) was stirred in the presence of titanium trichloride (15% aqueous solution, 50 ml) at room temperature overnight. The reaction was treated with 40% sodium hydroxide solution and extracted with 5% methanol in dichloromethane. Combined organic extracts were dried (MgSO4) and concentrated in vacuo to give the product as a brown solid (1.98 g, 89%); NMR d (CD3SOCD3) 1.3 (t, 3H), 4.2 (q, 2H), 5.... Reactants: C(C)(C)(C)C1=CC=C(C=C1)S(=O)(=O)NC1=NC(=NC(=C1OC1=C(C=CC(=C1)OC)Cl)C)N1CCOCC1 (4-tert-butyl-N-[5-(2-chloro-5-methoxy-phenoxy)-6-methyl-2-(morpholin-4-yl)-pyrimidin-4-yl]-benzenesulphonamide), [Se](=O)=O (selenium dioxide). The solvent is O1CCOCC1 (dioxan). Yields the product C(C)(C)(C)C1=CC=C(C=C1)S(=O)(=O)NC1=NC(=NC(=C1OC1=C(C=CC(=C1)OC)Cl)C=O)N1CCOCC1 (4-tert-butyl-N-[5-(2-chloro-5-methoxy-phenoxy)-6-formyl-2-(morpholin-4-yl)-pyrimidin-4-yl]-benzenesulphonamide). Yield: 68.8%. RXN SMILES: [C:1]([C:5]1[CH:10]=[CH:9][C:8]([S:11]([NH:14][C:15]2[C:20]([O:21][C:22]3[CH:27]=[C:26]([O:28][CH3:29])[CH:25]=[CH:24][C:23]=3[Cl:30])=[C:19]([CH3:31])[N:18]=[C:17]([N:32]3[CH2:37][CH2:36][O:35][CH2:34][CH2:33]3)[N:16]=2)(=[O:13])=[O:12])=[CH:7][CH:6]=1)([CH3:4])([CH3:3])[CH3:2].[Se](=O)=[O:39]>O1CCOCC1>[C:1]([C:5]1[CH:10]=[CH:9][C:8]([S:11]([NH:14][C:15]2[C:20]([O:21][C:22]3[CH:27]=[C:26]([O:28][CH3:29])[CH:25]=[CH:24][C:23]=3[Cl:30])=[C:19]([CH:31]=[O:39])[N:18]=[C:17]([N:32]3[CH2:33][CH2:34][O:35][CH2:36][CH2:37]3)[N:16]=2)(=[O:13])=[O:12])=[CH:7][CH:6]=1)([CH3:4])([CH3:2])[CH3:3]. Procedure: 14.6 g of 4-tert-butyl-N-[5-(2-chloro-5-methoxy-phenoxy)-6-methyl-2-(morpholin-4-yl)-pyrimidin-4-yl]-benzenesulphonamide and 15.9 g of selenium dioxide in 500 ml of dioxan were stirred in an autoclave at 170° C. for 6 hours. The reaction mixture was filtered and the filtrate was concentrated. The residue was partitioned between chloroform and water. The organic phase was dried, the solvent was evaporated and the residue was recrystallized from dichloromethane-ethanol. There were obtained 10.3 g ... Reactants: Oc1ccccc1Cl, O=C(NC1CCCCC1O)c1cnc(Br)c(-c2ccc(Cl)cc2)n1. The product is O=C(NC1CCCCC1O)c1cnc(Oc2ccccc2Cl)c(-c2ccc(Cl)cc2)n1. As a reaction SMILES: [Cl:25][c:26]1[c:27]([OH:32])[cH:28][cH:29][cH:30][cH:31]1.[OH:1][CH:2]1[CH:3]([NH:8][C:9](=[O:10])[c:11]2[n:12][c:13](-[c:18]3[cH:19][cH:20][c:21]([Cl:24])[cH:22][cH:23]3)[c:14]([Br:17])[n:15][cH:16]2)[CH2:4][CH2:5][CH2:6][CH2:7]1>>[OH:1][CH:2]1[CH:3]([NH:8][C:9](=[O:10])[c:11]2[n:12][c:13](-[c:18]3[cH:19][cH:20][c:21]([Cl:24])[cH:22][cH:23]3)[c:14]([O:32][c:27]3[c:26]([Cl:25])[cH:31][cH:30][cH:29][cH:28]3)[n:15][cH:16]2)[CH2:4][CH2:5][CH2:6][CH2:7]1.